From a dataset of the Open Reaction Database (ORD), a public repository of structured organic reaction records. describe an organic reaction: reactants, conditions, products, and yield Reactants: CC(=O)OI1(C=2C=CC=CC2C(=O)O1)(OC(=O)C)OC(=O)C (Dess-Martin periodinane), FC(C=1C=C(CN2N=NC(=C2N2C=NC=C2)C(=O)C=2C(=NOC2C2=C(C=CC=C2)Cl)CO)C=C(C1)C(F)(F)F)(F)F ([1-(3,5-Bis-trifluoromethyl-benzyl)-5-imidazol-1-yl-1H-[1,2,3]triazol-4-yl]-[5-(2-chloro-phenyl)-3-hydroxymethyl-isoxazol-4-yl]-methanone). Solvent: ClCCl (dichloromethane), CCOC(=O)C (EtOAc). Run at time 4 hour. Product: FC(C=1C=C(CN2N=NC(=C2N2C=NC=C2)C(C(C#N)C(C2=C(C=CC=C2)Cl)=O)=O)C=C(C1)C(F)(F)F)(F)F (3-[1-(3,5-Bis-trifluoromethyl-benzyl)-5-imidazol-1-yl-1H-[1,2,3]triazol-4-yl]-2-(2-chloro-benzoyl)-3-oxo-propionitrile). Reaction SMILES: CC(OI1(OC(C)=O)(OC(C)=O)OC(=O)C2C=CC=CC1=2)=O.[F:23][C:24]([F:63])([F:62])[C:25]1[CH:26]=[C:27]([CH:55]=[C:56]([C:58]([F:61])([F:60])[F:59])[CH:57]=1)[CH2:28][N:29]1[C:33]([N:34]2[CH:38]=[CH:37][N:36]=[CH:35]2)=[C:32]([C:39]([C:41]2[C:42](CO)=[N:43][O:44][C:45]=2[C:46]2[CH:51]=[CH:50][CH:49]=[CH:48][C:47]=2[Cl:52])=[O:40])[N:31]=[N:30]1>ClCCl.CCOC(C)=O>[F:62][C:24]([F:23])([F:63])[C:25]1[CH:26]=[C:27]([CH:55]=[C:56]([C:58]([F:61])([F:60])[F:59])[CH:57]=1)[CH2:28][N:29]1[C:33]([N:34]2[CH:38]=[CH:37][N:36]=[CH:35]2)=[C:32]([C:39](=[O:40])[CH:41]([C:45](=[O:44])[C:46]2[CH:51]=[CH:50][CH:49]=[CH:48][C:47]=2[Cl:52])[C:42]#[N:43])[N:31]=[N:30]1. Procedure: Add Dess-Martin periodinane (1.5 g, 3.54 mmol) to a solution of [1-(3,5-Bis-trifluoromethyl-benzyl)-5-imidazol-1-yl-1H-[1,2,3]triazol-4-yl]-[5-(2-chloro-phenyl)-3-hydroxymethyl-isoxazol-4-yl]-methanone (0.7 g, 1.17 mmol) in dichloromethane (10.0 mL). Stir at RT for 4 h, dilute with EtOAc and wash with 2N NaOH, water and brine, then dry, filter, and concentrate. Recyrstallize crude material from dichloromethane to give the title compound. (0.10 g, 15%). MS [ES] 567.0 (M+H)+, 565.0 (M−H); 1H NMR (... Reactants: D6, CN1C(OC[C@@H]1CC1=CC(=C(C=C1)N)I)=O ((S)-3-methyl-4-(3-iodo-4-aminobenzyl)-1,3-oxazolidin-2-one), C(C)[Si](C(CC#C[Si](CC)(CC)CC)O)(CC)CC (1,4-bis-triethylsilyl-3-butyn-1-ol), Intermediate 2. Solvent: CS(=O)C (DMSO). Product: CN1C(OC[C@@H]1CC=1C=C2C(=CNC2=CC1)CCO)=O ((S)-2-[5-(3-Methyl-2-oxo-1,3-oxazolidin-4-ylmethyl)-1H-indol-3-yl]ethyl Alcohol). As a reaction SMILES: [CH3:1][N:2]1[C@@H:6]([CH2:7][C:8]2[CH:13]=[CH:12][C:11]([NH2:14])=[C:10](I)[CH:9]=2)[CH2:5][O:4][C:3]1=[O:16].C([Si](CC)(CC)[CH:20]([OH:31])[CH2:21][C:22]#[C:23][Si](CC)(CC)CC)C>CS(C)=O>[CH3:1][N:2]1[C@@H:6]([CH2:7][C:8]2[CH:9]=[C:10]3[C:11](=[CH:12][CH:13]=2)[NH:14][CH:23]=[C:22]3[CH2:21][CH2:20][OH:31])[CH2:5][O:4][C:3]1=[O:16]. Procedure: Prepared from (S)-3-methyl-4-(3-iodo-4-aminobenzyl)-1,3-oxazolidin-2-one and 1,4-bis-triethylsilyl-3-butyn-1-ol as described for Intermediate 2, δ (360 MHz, D6 -DMSO) 2.72-2.84 (6H, m, CH of CH2, CH2 and N--Me), 3.13 (1H, dd, J=3.8 and 13.5Hz, CH of CH2), 3.61-3.67 (2H, m, CH2), 3.94-4.02 (2H, m, CH2), 4.11-4.17 (1H, m, CH), 4.58 (1H, t, J=5.3Hz, OH), 6.93 (1H, dd, J=1.5 and 8.3Hz, Ar--H), 7.10 (1H, d. J=1.5Hz, Ar--H), 7.26 (1H, d, J=8.3Hz, Ar--H), 7.38 (1H, s, Ar--H), 10.72 (1H, s, NH). The reactants are C(C)OC(=O)N=C1SC(=CN1C1=CC(=CC=C1)C(F)(F)F)C (2-ethoxycarbonylimino-3-(3-tri-fluoromethylphenyl)-5-methylthiazoline), C[O-].[Na+] (sodium methoxide). The solvent is CO (methanol). Product: COC(=O)N=C1SC(=CN1C1=CC(=CC=C1)C(F)(F)F)C (2-methoxycarbonylimino-3- (3-trifluoromethylphenyl) 5-methylthiazoline). The yield is 83.5%. Reaction SMILES: [CH2:1]([O:3][C:4]([N:6]=[C:7]1[N:11]([C:12]2[CH:17]=[CH:16][CH:15]=[C:14]([C:18]([F:21])([F:20])[F:19])[CH:13]=2)[CH:10]=[C:9]([CH3:22])[S:8]1)=[O:5])C.C[O-].[Na+]>CO>[CH3:1][O:3][C:4]([N:6]=[C:7]1[N:11]([C:12]2[CH:17]=[CH:16][CH:15]=[C:14]([C:18]([F:21])([F:19])[F:20])[CH:13]=2)[CH:10]=[C:9]([CH3:22])[S:8]1)=[O:5] |f:1.2|. Reported procedure: A solution of 2-ethoxycarbonylimino-3-(3-tri-fluoromethylphenyl)-5-methylthiazoline (1.0 g) and sodium methoxide (28% methanolic solution; 0.6 g) in methanol (30 ml) was refluxed for 10 hours. After removal of the solvent, the residue was extracted with chloroform (100 ml), washed with water and dried over anhydrous magnesium. The solvent was removed under reduced pressure, and the residue was subjected to column chromatography to give 0.8 g of 2-methoxycarbonylimino-3- (3-trifluoromethylphenyl)...